Task: describe an organic reaction: reactants, conditions, products, and yield. Dataset: the Open Reaction Database (ORD), a public repository of structured organic reaction records The reactants are OC1=C(C=CC=2C3=CC=CC=C3CC12)[N+](=O)[O-] (1-hydroxy-2-nitrofluorene). Reagents/catalysts: [Pd] (Pd/C). Run in CO (methanol). Yields the product NC1=C(C=2CC3=CC=CC=C3C2C=C1)O (2-amino-1-hydroxyfluorene). Isolated yield 70.5%. RXN SMILES: [OH:1][C:2]1[C:14]2[CH2:13][C:12]3[C:7](=[CH:8][CH:9]=[CH:10][CH:11]=3)[C:6]=2[CH:5]=[CH:4][C:3]=1[N+:15]([O-])=O>CO.[Pd]>[NH2:15][C:3]1[CH:4]=[CH:5][C:6]2[C:7]3[C:12](=[CH:11][CH:10]=[CH:9][CH:8]=3)[CH2:13][C:14]=2[C:2]=1[OH:1]. Procedure: To a solution of 1-hydroxy-2-nitrofluorene(250 mg, 1.23 mmol) in methanol(250 mL) was added 10% Pd/C (1 g). The mixture was flushed with argon, then hydrogen was bubbled through the solution for 10 min. and a hydrogen atmosphere was maintained at balloon pressure overnight. The mixture was filtered through celite and the celite was washed with methanol. The solvent was evaporated and chromatography of the resulting solid on silica gel (5% MeOH/CH2Cl2) gave the desired product(171 mg, 81.2%). 1H ... Starting materials: N1=C(N=CC=C1)CC(=O)O (pyrimidin-2-yl-acetic acid), C(C1=CC=CC=C1)[C@H]1CN(CCN1)C1=CC(=C(C=C1)OC(F)F)OC1CCC1 ((S)-3-benzyl-1-(3-cyclobutoxy-4-difluoromethoxy-phenyl)-piperazine), C(C1=CC=CC=C1)[C@H]1CN(CCN1)C1=CC(=C(C=C1)OC(F)F)OC1CCC1 ((S)-3-benzyl-1-(3-cyclobutoxy-4-difluoromethoxy-phenyl)-piperazine). Yields the product C(C1=CC=CC=C1)[C@@H]1N(CCN(C1)C1=CC(=C(C=C1)OC(F)F)OC1CCC1)C(CC1=NC=CC=N1)=O ((S)-1-(2-benzyl-4-(3-cyclobutoxy-4-(difluoromethoxy)phenyl)piperazin-1-yl)-2-(pyrimidin-2-yl)ethanone). RXN SMILES: [N:1]1[CH:6]=[CH:5][CH:4]=[N:3][C:2]=1[CH2:7][C:8]([OH:10])=O.[CH2:11]([C@@H:18]1[NH:23][CH2:22][CH2:21][N:20]([C:24]2[CH:29]=[CH:28][C:27]([O:30][CH:31]([F:33])[F:32])=[C:26]([O:34][CH:35]3[CH2:38][CH2:37][CH2:36]3)[CH:25]=2)[CH2:19]1)[C:12]1[CH:17]=[CH:16][CH:15]=[CH:14][CH:13]=1>>[CH2:11]([C@H:18]1[CH2:19][N:20]([C:24]2[CH:29]=[CH:28][C:27]([O:30][CH:31]([F:32])[F:33])=[C:26]([O:34][CH:35]3[CH2:38][CH2:37][CH2:36]3)[CH:25]=2)[CH2:21][CH2:22][N:23]1[C:8](=[O:10])[CH2:7][C:2]1[N:1]=[CH:6][CH:5]=[CH:4][N:3]=1)[C:12]1[CH:13]=[CH:14][CH:15]=[CH:16][CH:17]=1. Reported procedure: Prepared by the method outlined for Example 189 using pyrimidin-2-yl-acetic acid and (S)-3-benzyl-1-(3-cyclobutoxy-4-difluoromethoxy-phenyl)-piperazine (Example 4, Compound 92) as starting materials. Product as an oil. LC/MS (Method B) 2.86 min, [M+1]+ 509. Potency class B. Starting materials: BrC=1C=CC2=C(N(C(=N2)CO)CCC(C)C)C1 ([6-bromo-1-(3-methyl-butyl)-1H-benzoimidazol-2-yl]-methanol), CN(C)C=O (DMF). The reagents and catalysts are [C-]#N.[C-]#N.[Zn+2] (Zn(CN)2), [Pd].C1(=CC=CC=C1)P(C1=CC=CC=C1)C1=CC=CC=C1.C1(=CC=CC=C1)P(C1=CC=CC=C1)C1=CC=CC=C1.C1(=CC=CC=C1)P(C1=CC=CC=C1)C1=CC=CC=C1.C1(=CC=CC=C1)P(C1=CC=CC=C1)C1=CC=CC=C1 (tetrakis(triphenylphosphine) palladium(0)). The solvent is CO (MeOH). Conditions: temperature 80 celsius. Product: OCC=1N(C2=C(N1)C=CC(=C2)C#N)CCC(C)C (2-hydroxymethyl-3-(3-methyl-butyl)-3H-benzoimidazole-5-carbonitrile). Yield: 66.0%. As a reaction SMILES: Br[C:2]1[CH:3]=[CH:4][C:5]2[N:9]=[C:8]([CH2:10][OH:11])[N:7]([CH2:12][CH2:13][CH:14]([CH3:16])[CH3:15])[C:6]=2[CH:17]=1.[CH3:18][N:19](C=O)C>CO.[C-]#N.[C-]#N.[Zn+2].[Pd].C1(P(C2C=CC=CC=2)C2C=CC=CC=2)C=CC=CC=1.C1(P(C2C=CC=CC=2)C2C=CC=CC=2)C=CC=CC=1.C1(P(C2C=CC=CC=2)C2C=CC=CC=2)C=CC=CC=1.C1(P(C2C=CC=CC=2)C2C=CC=CC=2)C=CC=CC=1>[OH:11][CH2:10][C:8]1[N:7]([CH2:12][CH2:13][CH:14]([CH3:16])[CH3:15])[C:6]2[CH:17]=[C:2]([C:18]#[N:19])[CH:3]=[CH:4][C:5]=2[N:9]=1 |f:3.4.5,6.7.8.9.10|. Procedure details: A mixture of [6-bromo-1-(3-methyl-butyl)-1H-benzoimidazol-2-yl]-methanol (30 mg, 0.1 mmol), Zn(CN)2 (7 mg, 0.06 mmol) and tetrakis(triphenylphosphine) palladium(0) (12 mg, 0.01 mmol) in DMF (1 mL) was heated to 80° C. for 4 h. After cooling, the reaction mixture was diluted with MeOH and filtered. The filtrate was purified by prep-HPLC (gradient 10%-100% B) to give 16 mg (66%) of 2-hydroxymethyl-3-(3-methyl-butyl)-3H-benzoimidazole-5-carbonitrile as a white solid.